describe an organic reaction: reactants, conditions, products, and yield From a dataset of the Open Reaction Database (ORD), a public repository of structured organic reaction records. Starting materials: CN1CCN(CCCN2C(=O)c3ccccc3C2=O)CC1, CCO, NN, O. RXN SMILES: [CH3:1][N:2]1[CH2:3][CH2:4][N:5]([CH2:8][CH2:9][CH2:10][N:11]2[C:12](=[O:13])[c:14]3[cH:15][cH:16][cH:17][cH:18][c:19]3[C:20]2=[O:21])[CH2:6][CH2:7]1.[CH3:25][CH2:26][OH:27].[NH2:23][NH2:24].[OH2:22]>>[CH3:1][N:2]1[CH2:3][CH2:4][N:5]([CH2:8][CH2:9][CH2:10][NH2:11])[CH2:6][CH2:7]1. Yields the product CN1CCN(CCCN)CC1. Starting materials: NC=1C2=C(NC3=C(N1)C=CC=C3)SC(=C2)C (4-Amino-2-methyl-10H-thieno-[2,3-b][1,5]benzodiazepine), CN1CCNCC1 (N-methylpiperazine), C(CC)O (1-propanol). The solvent is O (water). Conditions: temperature 110 celsius. The product is CC1=CC2=C(S1)NC=3C=CC=CC3N=C2N4CCN(CC4)C (olanzapine). Yield: 89.0%. As a reaction SMILES: [NH2:1][C:2]1[C:3]2[CH:15]=[C:14]([CH3:16])[S:13][C:4]=2[NH:5][C:6]2[CH:12]=[CH:11][CH:10]=[CH:9][C:7]=2[N:8]=1.[CH3:17][N:18]1[CH2:23][CH2:22]N[CH2:20][CH2:19]1.C(O)CC>O>[CH3:16][C:14]1[S:13][C:4]2[NH:5][C:6]3[CH:12]=[CH:11][CH:10]=[CH:9][C:7]=3[N:8]=[C:2]([N:1]3[CH2:22][CH2:23][N:18]([CH3:17])[CH2:19][CH2:20]3)[C:3]=2[CH:15]=1. Procedure details: 4-Amino-2-methyl-10H-thieno-[2,3-b][1,5]benzodiazepine (5 g, 0.02 mol), N-methylpiperazine (12.5 mL, 2.5 vol) and 1-propanol (15 mL, 3 vol) were charged into a three-necked round bottom flask equipped with a reflux condenser, overhead stirrer, and thermometer. The reaction mixture was heated slowly to 110° C. under a nitrogen atmosphere and then refluxed overnight. The reaction mixture was cooled to below 50° C. whereupon water (15 mL, 3 volumes) was added to precipitate out the solid, which was... The reactants are C(C1=CC=CC=C1)N(C1=C(C(=CC=C1)NS(=O)(=O)C)C)CC1=CC=C(OC2=CC=C(C=C2)CCCC(=O)O)C=C1 (4-(4-{4-[(benzyl{2-methyl-3-[(methylsulfonyl)amino]phenyl}amino)methyl]phenoxy}phenyl)butanoic acid), Cl.NCCCC(=O)OCC (ethyl 4-aminobutyrate hydrochloride). The product is C(C1=CC=CC=C1)N(C1=C(C(=CC=C1)NS(=O)(=O)C)C)CC1=CC=C(OC2=CC=C(C=C2)CCCC(=O)NCCCC(=O)O)C=C1 (4-{[4-(4-{4-[(benzyl{2-methyl-3-[(methylsulfonyl)amino]phenyl}amino)methyl]phenoxyl}phenyl)butanoyl]amino}butanoic acid). As a reaction SMILES: [CH2:1]([N:8]([CH2:21][C:22]1[CH:40]=[CH:39][C:25]([O:26][C:27]2[CH:32]=[CH:31][C:30]([CH2:33][CH2:34][CH2:35][C:36](O)=[O:37])=[CH:29][CH:28]=2)=[CH:24][CH:23]=1)[C:9]1[CH:14]=[CH:13][CH:12]=[C:11]([NH:15][S:16]([CH3:19])(=[O:18])=[O:17])[C:10]=1[CH3:20])[C:2]1[CH:7]=[CH:6][CH:5]=[CH:4][CH:3]=1.Cl.[NH2:42][CH2:43][CH2:44][CH2:45][C:46]([O:48]CC)=[O:47]>>[CH2:1]([N:8]([CH2:21][C:22]1[CH:40]=[CH:39][C:25]([O:26][C:27]2[CH:32]=[CH:31][C:30]([CH2:33][CH2:34][CH2:35][C:36]([NH:42][CH2:43][CH2:44][CH2:45][C:46]([OH:48])=[O:47])=[O:37])=[CH:29][CH:28]=2)=[CH:24][CH:23]=1)[C:9]1[CH:14]=[CH:13][CH:12]=[C:11]([NH:15][S:16]([CH3:19])(=[O:17])=[O:18])[C:10]=1[CH3:20])[C:2]1[CH:7]=[CH:6][CH:5]=[CH:4][CH:3]=1 |f:1.2|. Procedure details: The product from Example 100 and ethyl 4-aminobutyrate hydrochloride were processed as described in Example 104B to provide the title compound. 1H NMR (300 MHz, DMSO-d6) δ8.97 (s, 1 H), 7.80 (br.s, 1 H), 7.13-7.33 (m, 8 H), 7.01 (m, 4 H), 6.88 (m, 4 H), 3.94-4.16 (m, 4 H), 3.06 (m, 4 H), 2.91 (s, 3 H), 2.39 (s, 2 H), 2.20 (m, 2 H), 2.07 (m, 2 H), 1.79 (m, 2 H), 1.61 (m, 2 H); MS (APCI) m/z 644 (M+H+). Reactants: C(C)(C)(C)N1N=CC2=C(C1=O)C(=NN2)C (5-t-butyl-3-methyl-1H-pyrazolo [3,4-d]pyridazin-4(5H)-one), FC1=CC=C(C(=O)C2=CC=C(CBr)C=C2)C=C1 (4-(4-fluorobenzoyl)benzyl bromide), C([O-])([O-])=O.[K+].[K+] (potassium carbonate). The solvent is CN(C)C=O (DMF). Reaction conditions: time 15 hour. The product is C(C)(C)(C)N1N=CC=2C(C1=O)=C(N(N2)CC2=CC=C(C=C2)C(C2=CC=C(C=C2)F)=O)C (5-Tert-butyl-2-[4-(4-fluorobenzoyl)benzyl]-3-methyl-2H-pyrazolo [3,4-d]pyridazin-4(5H)-one). RXN SMILES: [C:1]([N:5]1[C:10](=[O:11])[C:9]2[C:12]([CH3:15])=[N:13][NH:14][C:8]=2[CH:7]=[N:6]1)([CH3:4])([CH3:3])[CH3:2].[F:16][C:17]1[CH:32]=[CH:31][C:20]([C:21]([C:23]2[CH:30]=[CH:29][C:26]([CH2:27]Br)=[CH:25][CH:24]=2)=[O:22])=[CH:19][CH:18]=1.C(=O)([O-])[O-].[K+].[K+]>CN(C=O)C>[C:1]([N:5]1[C:10](=[O:11])[C:9]2=[C:12]([CH3:15])[N:13]([CH2:27][C:26]3[CH:25]=[CH:24][C:23]([C:21](=[O:22])[C:20]4[CH:31]=[CH:32][C:17]([F:16])=[CH:18][CH:19]=4)=[CH:30][CH:29]=3)[N:14]=[C:8]2[CH:7]=[N:6]1)([CH3:4])([CH3:3])[CH3:2] |f:2.3.4|. Procedure details: In DMF (10 ml) was dissolved 5-t-butyl-3-methyl-1H-pyrazolo [3,4-d]pyridazin-4(5H)-one (516 mg) followed by addition of 4-(4-fluorobenzoyl)benzyl bromide (1.1 g) and potassium carbonate (525 mg), and the mixture was stirred at room temperature for 15 hours. This reaction mixture was extracted with diethyl ether and the organic layer was serially washed with water and saturated aqueous NaCl solution, dried over anhydrous magnesium sulfate, and concentrated. The residue was purified by silica gel ... The reactants are C(C)(=O)OC(C)=O (acetic anhydride), [N+](=O)(O)[O-] (HNO3), C1=CC=CCCC1 (1,3-cyclo-heptadiene). Run at temperature 25 celsius, time 45 minute. The product is C(C)(=O)OC1C=CC(CCC1)[N+](=O)[O-] (1-acetoxy-4-nitro-2-cycloheptene). Reaction SMILES: [C:1]([O:4][C:5](=[O:7])[CH3:6])(=O)[CH3:2].[N+:8]([O-:11])(O)=[O:9].[CH:12]1[CH2:18][CH2:17]CC=[CH:14][CH:13]=1>>[C:5]([O:4][CH:1]1[CH2:17][CH2:18][CH2:12][CH:13]([N+:8]([O-:11])=[O:9])[CH:14]=[CH:2]1)(=[O:7])[CH3:6]. Procedure: To 0.6 Mol of acetic anhydride were added at 25° C. 0.16 Mol 90% HNO3 over 30 minutes. The mixture was stirred for an additional 15 minutes before 0.1 Mol of 1,3-cyclo-heptadiene was added over a 45 minute period, maintaining the temperature at 25° C. The reaction mixture was stirred for an additional 45 minutes before it was poured onto ice water and extracted with methylene chloride. An oily residue (100.5% weight yield) was obtained, which was purified by column chromatography, using silica g... Starting materials: C1(CCCCC1)P(C1=C(C=CC=C1)C1=C(C=C(C=C1C(C)C)C(C)C)C(C)C)C1CCCCC1 (2-dicyclohexylphosphino-2′,4′,6′-tri-iso-propyl-1,1′-biphenyl), ClC1=CC(=C(CN2CCOCC2)C=C1F)F (4-(4-chloro-2,5-difluorobenzyl)morpholine), CC(C)([O-])C.[K+] (potassium tert-butoxide), FC=1C(=NC(=NC1)N)C1=CN=C(N1C1CCOCC1)C (5-Fluoro-4-(2-methyl-1-(tetrahydro-2H-pyran-4-yl)-1H-imidazol-5-yl)pyrimidin-2-amine). The reagents and catalysts are C=1C=CC(=CC1)/C=C/C(=O)/C=C/C2=CC=CC=C2.C=1C=CC(=CC1)/C=C/C(=O)/C=C/C2=CC=CC=C2.C=1C=CC(=CC1)/C=C/C(=O)/C=C/C2=CC=CC=C2.[Pd].[Pd] (Tris(dibenzylideneacetone)dipalladium(0)). Solvent: O1CCOCC1 (1,4-dioxane). Conditions: temperature 102 celsius, time 7.5 minute. Product: Cl.FC1=C(C=C(C(=C1)CN1CCOCC1)F)NC1=NC=C(C(=N1)C1=CN=C(N1C1CCOCC1)C)F (N-(2,5-Difluoro-4-(morpholinomethyl)phenyl)-5-fluoro-4-(2-methyl-1-(tetrahydro-2H-pyran-4-yl)-1H-imidazol-5-yl)pyrimidin-2-amine hydrochloride). RXN SMILES: [F:1][C:2]1[C:3]([C:9]2[N:13]([CH:14]3[CH2:19][CH2:18][O:17][CH2:16][CH2:15]3)[C:12]([CH3:20])=[N:11][CH:10]=2)=[N:4][C:5]([NH2:8])=[N:6][CH:7]=1.[Cl:21][C:22]1[C:34]([F:35])=[CH:33][C:25]([CH2:26][N:27]2[CH2:32][CH2:31][O:30][CH2:29][CH2:28]2)=[C:24]([F:36])[CH:23]=1.CC(C)([O-])C.[K+].C1(P(C2CCCCC2)C2C=CC=CC=2C2C(C(C)C)=CC(C(C)C)=CC=2C(C)C)CCCCC1>O1CCOCC1.C1C=CC(/C=C/C(/C=C/C2C=CC=CC=2)=O)=CC=1.C1C=CC(/C=C/C(/C=C/C2C=CC=CC=2)=O)=CC=1.C1C=CC(/C=C/C(/C=C/C2C=CC=CC=2)=O)=CC=1.[Pd].[Pd]>[ClH:21].[F:35][C:34]1[CH:33]=[C:25]([CH2:26][N:27]2[CH2:28][CH2:29][O:30][CH2:31][CH2:32]2)[C:24]([F:36])=[CH:23][C:22]=1[NH:8][C:5]1[N:4]=[C:3]([C:9]2[N:13]([CH:14]3[CH2:19][CH2:18][O:17][CH2:16][CH2:15]3)[C:12]([CH3:20])=[N:11][CH:10]=2)[C:2]([F:1])=[CH:7][N:6]=1 |f:2.3,6.7.8.9.10,11.12|. Procedure: 5-Fluoro-4-(2-methyl-1-(tetrahydro-2H-pyran-4-yl)-1H-imidazol-5-yl)pyrimidin-2-amine (432 mg, 1.56 mmol) was dissolved in 1,4-dioxane (18 ml) and 4-(4-chloro-2,5-difluorobenzyl)morpholine (390 mg, 1.57 mmol) and potassium tert-butoxide (230 mg, 2.05 mmol) were added. The mixture was flushed with argon and stirred for 5-10 minutes. Tris(dibenzylideneacetone)dipalladium(0) (144 mg, 0.16 mmol) and 2-dicyclohexylphosphino-2′,4′,6′-tri-iso-propyl-1,1′-biphenyl (150 mg, 0.31 mmol) were added. The mixt... Starting materials: 2-{2-Butoxy-3-chloro-5-[(formylhydroxyamino)methyl]-phenoxy}-N-hydroxyformamide, C(CCC)OC1=C(OCC(=O)O)C=C(C=C1Cl)CN(O)C=O (2-butoxy-3-chloro-5-[(formylhydroxyamino)methyl]phenoxyacetic acid), TEA, ClC(=O)OCC (ethyl chloroformate), CN (methyl amine). Solvent: C1CCOC1 (THF). Run at time 15 minute. The product is ClC=1C=C(C=O)C=C(C1O)O (3-Chloro-4,5-dihydroxybenzaldehyde). RXN SMILES: C([O:5][C:6]1[C:16]([Cl:17])=[CH:15][C:14]([CH2:18]N(C=O)O)=[CH:13][C:7]=1[O:8]CC(O)=O)CCC.ClC(OCC)=[O:25].CN>C1COCC1>[Cl:17][C:16]1[CH:15]=[C:14]([CH:13]=[C:7]([OH:8])[C:6]=1[OH:5])[CH:18]=[O:25]. Reported procedure: To a solution of 3-Chloro-4-hydroxy-5-methoxybenzaldehyde (1.0 g, 5.4 mmol) in dichloromethane (150 ml) stirred at −78° C. was added dropwise a solution of boron tribromide in dichloromethane (5.4 ml of 1M solution, 5.4 mmol). Upon completion of the addition, the resulting solution was stirred 18 h at room temperature. The reaction was quenched by addition of methanol then evaporated twice from methanol and the residue purified by reversed-phase preparative HPLC to afford the title compound (0.6... Starting materials: CCCCCC (hexane), C[S@](=O)CCCOCC1=CC=CC=C1 ((S)-((3-(methylsulfinyl)propoxy)methyl)benzene), Rh2(OAc)4, S(=O)(=O)(C1=CC=C([N+](=O)[O-])C=C1)N (NsNH2). Run in C(Cl)Cl (DCM). Run at time 10 minute. Product: S(=O)(=O)(O)C1=CC=C([N+](=O)[O-])C=C1.C[S@@](=O)(=N)CCCOCC1=CC=CC=C1 ((S)-((3-(S-Methylsulfonimidoyl)propoxy)methyl)benzene nosylate). Isolated yield 27.8%. As a reaction SMILES: [CH3:1][S@@:2]([CH2:4][CH2:5][CH2:6][O:7][CH2:8][C:9]1[CH:14]=[CH:13][CH:12]=[CH:11][CH:10]=1)=[O:3].[S:15](N)([C:18]1[CH:26]=[CH:25][C:21]([N+:22]([O-:24])=[O:23])=[CH:20][CH:19]=1)(=[O:17])=[O:16].CCCCCC>C(Cl)Cl>[S:15]([C:18]1[CH:26]=[CH:25][C:21]([N+:22]([O-:24])=[O:23])=[CH:20][CH:19]=1)([OH:3])(=[O:17])=[O:16].[CH3:1][S@:2]([CH2:4][CH2:5][CH2:6][O:7][CH2:8][C:9]1[CH:14]=[CH:13][CH:12]=[CH:11][CH:10]=1)(=[NH:22])=[O:3] |f:4.5|. Reported procedure: To a solution of (S)-((3-(methylsulfinyl)propoxy)methyl)benzene (0.5 g, 2.36 mmol, 1 eq.) was dissolved in DCM (1.5 L) followed by addition of NsNH2 (0.71 g, 3.53 mmol, 1.5 eq.) and PhIO (0.77 g, 03.53 mol, 1.5 eq.). The reaction mixture was stirred at room temperature for 10 min followed by addition of Rh2(OAc)4 (30 mg, 0.07 mmol, 0.03 eq.), stirred for 1.5 hours, and filtered. The filtered cake was slurried with DCM (30 mL). The combined DCM was concentrated to give an oil product that was res...